From a dataset of the Open Reaction Database (ORD), a public repository of structured organic reaction records. describe an organic reaction: reactants, conditions, products, and yield Starting materials: CCOC(=O)c1csc(-c2ccc3c(=O)n(CC(C)C)c(CNC(=O)OC(C)(C)C)c(-c4ccccc4)c3c2)n1, CCOC(C)=O, Cl. Yields the product Cl, CCOC(=O)c1csc(-c2ccc3c(=O)n(CC(C)C)c(CN)c(-c4ccccc4)c3c2)n1. As a reaction SMILES: [C:1]([O:2][C:3](=[O:4])[NH:8][CH2:9][c:10]1[n:11]([CH2:37][CH:38]([CH3:39])[CH3:40])[c:12](=[O:36])[c:13]2[cH:14][cH:15][c:16](-[c:26]3[s:27][cH:28][c:29]([C:31](=[O:32])[O:33][CH2:34][CH3:35])[n:30]3)[cH:17][c:18]2[c:19]1-[c:20]1[cH:21][cH:22][cH:23][cH:24][cH:25]1)([CH3:5])([CH3:6])[CH3:7].[CH3:42][CH2:43][O:44][C:45](=[O:46])[CH3:47].[ClH:41]>>[ClH:41].[NH2:8][CH2:9][c:10]1[n:11]([CH2:37][CH:38]([CH3:39])[CH3:40])[c:12](=[O:36])[c:13]2[cH:14][cH:15][c:16](-[c:26]3[s:27][cH:28][c:29]([C:31](=[O:32])[O:33][CH2:34][CH3:35])[n:30]3)[cH:17][c:18]2[c:19]1-[c:20]1[cH:21][cH:22][cH:23][cH:24][cH:25]1.